From a dataset of the Open Reaction Database (ORD), a public repository of structured organic reaction records. describe an organic reaction: reactants, conditions, products, and yield Reactants: ClCCl, Cc1ccccc1, CO, Nc1cccnc1Cl, Nc1ccccc1C(=O)c1ccc(F)cc1, [Na+], [OH-]. The product is Nc1cccnc1Nc1ccccc1C(=O)c1ccc(F)cc1. As a reaction SMILES: [CH2:36]([Cl:37])[Cl:38].[CH3:25][c:26]1[cH:27][cH:28][cH:29][cH:30][cH:31]1.[CH3:34][OH:35].[NH2:17][c:18]1[c:19]([Cl:24])[n:20][cH:21][cH:22][cH:23]1.[NH2:1][c:2]1[c:3]([C:4](=[O:5])[c:6]2[cH:7][cH:8][c:9]([F:12])[cH:10][cH:11]2)[cH:13][cH:14][cH:15][cH:16]1.[Na+:33].[OH-:32]>>[NH:1]([c:2]1[c:3]([C:4](=[O:5])[c:6]2[cH:7][cH:8][c:9]([F:12])[cH:10][cH:11]2)[cH:13][cH:14][cH:15][cH:16]1)[c:19]1[c:18]([NH2:17])[cH:23][cH:22][cH:21][n:20]1. Reaction SMILES: [C:1]1([CH2:11][N:12]2[C:24]3[CH:23]=[CH:22][CH:21]=[C:20]([OH:25])[C:19]=3[C:18]3[C:13]2=[CH:14][CH:15]=[CH:16][C:17]=3[C:26]([O:28]C)=O)[C:10]2[C:5](=[CH:6][CH:7]=[CH:8][CH:9]=2)[CH:4]=[CH:3][CH:2]=1.Cl.[OH-].[NH4+:32]>C1COCC1.C(OCC)(=O)C>[C:1]1([CH2:11][N:12]2[C:24]3[CH:23]=[CH:22][CH:21]=[C:20]([OH:25])[C:19]=3[C:18]3[C:13]2=[CH:14][CH:15]=[CH:16][C:17]=3[C:26](=[O:28])[NH2:32])[C:10]2[C:5](=[CH:6][CH:7]=[CH:8][CH:9]=2)[CH:4]=[CH:3][CH:2]=1 |f:2.3|. The product is C1(=CC=CC2=CC=CC=C12)CN1C2=CC=CC(=C2C=2C(=CC=CC12)O)C(N)=O (9-[(1-naphthyl)methyl]-4-hydroxy-5-carbamoyl carbazole). Isolated yield 40.0%. The solvent is C(C)(=O)OCC (ethyl acetate), C1CCOC1 (THF). Procedure: A solution of the 9-[(1-naphthyl)methyl]-4-hydroxy-5-carbomethoxy carbazole (210 mg, 0.55 mM) in 10 mL THF and 30 mL concentrated aqueous ammonium hydroxide was sonicated for 20 hours at 40-50° C. The mixture was diluted with ethyl acetate and acidified to pH 1 with 5 N HCl. The aqueous layer was extracted three times with ethyl acetate. The combined organic extracts were washed with saturated brine, dried over magnesium sulfate, filtered, and concentrated. The residue was purified by column chr... The reactants are C1(=CC=CC2=CC=CC=C12)CN1C2=CC=CC(=C2C=2C(=CC=CC12)O)C(=O)OC (9-[(1-naphthyl)methyl]-4-hydroxy-5-carbomethoxy carbazole), [OH-].[NH4+] (ammonium hydroxide), Cl (HCl). Reactants: N1C(=NC2=C1CCNCC2)C=2C(=CC(=C(C(=O)OC)C2)C)C (methyl 5-(1,4,5,6,7,8-hexahydroimidazo[4,5-d]azepin-2-yl)-2,4-dimethylbenzoate), C(C)(C)N(C(C)C)CC (N,N-diisopropylethylamine), N1C(=NC2=C1CCNCC2)C=2C(=CC(=C(C(=O)OC)C2)C)C (methyl 5-(1,4,5,6,7,8-hexahydroimidazo[4,5-d]azepin-2-yl)-2,4-dimethylbenzoate), BrC(C)C (2-bromopropane). Solvent: CN(C=O)C (N,N-dimethylformamide), C(C)(=O)OCC (ethyl acetate). Run at temperature 80 celsius, time 4 hour. Yields the product C(C)(C)N1CCC2=C(CC1)N=C(N2)C=2C(=CC(=C(C(=O)OC)C2)C)C (Methyl 5-(6-isopropyl-1,4,5,6,7,8-hexahydroimidazo[4,5-d]azepin-2-yl)-2,4-dimethylbenzoate). RXN SMILES: [NH:1]1[C:5]2[CH2:6][CH2:7][NH:8][CH2:9][CH2:10][C:4]=2[N:3]=[C:2]1[C:11]1[C:12]([CH3:22])=[CH:13][C:14]([CH3:21])=[C:15]([CH:20]=1)[C:16]([O:18][CH3:19])=[O:17].Br[CH:24]([CH3:26])[CH3:25].C(N(CC)C(C)C)(C)C>CN(C)C=O.C(OCC)(=O)C>[CH:24]([N:8]1[CH2:7][CH2:6][C:5]2[N:1]=[C:2]([C:11]3[C:12]([CH3:22])=[CH:13][C:14]([CH3:21])=[C:15]([CH:20]=3)[C:16]([O:18][CH3:19])=[O:17])[NH:3][C:4]=2[CH2:10][CH2:9]1)([CH3:26])[CH3:25]. Procedure details: Into a 100-mL round-bottom flask, was placed methyl 5-(1,4,5,6,7,8-hexahydroimidazo[4,5-d]azepin-2-yl)-2,4-dimethylbenzoate (compound 83.4, 347 mg, 0.84 mmol), 2-bromopropane (790 μL, 8.40 mmol), N,N-diisopropylethylamine (1.46 mL, 8.4 mmol) in N,N-dimethylformamide (5 mL). The solution was stirred for 4 h at 80° C., then cooled to room temperature. The resulting solution was diluted with ethyl acetate (50 mL) and washed with brine (4×20 mL), dried (Na2SO4), filtered, and concentrated under redu... Starting materials: CNC, Cc1ccccc1, N#Cc1ccnc(Cl)c1, C1CCOC1. The product is CN(C)c1cc(C#N)ccn1. Reaction SMILES: [CH3:15][NH:16][CH3:17].[CH3:18][c:19]1[cH:20][cH:21][cH:22][cH:23][cH:24]1.[Cl:1][c:2]1[cH:3][c:4]([C:5]#[N:6])[cH:7][cH:8][n:9]1.[O:10]1[CH2:11][CH2:12][CH2:13][CH2:14]1>>[c:2]1([N:16]([CH3:15])[CH3:17])[cH:3][c:4]([C:5]#[N:6])[cH:7][cH:8][n:9]1. Reactants: Cl.N1=CC(=CC=C1)CCl (3-pyridylmethyl chloride hydrochloride), aqueous solution, [OH-].[Na+] (NaOH), aqueous solution, CN (methylamine), ice water. Run in solution. Run at time 2 hour. Yields the product CNCC=1C=NC=CC1 (N-Methyl-N-3-pyridylmethylamine). Yield: 42.6%. As a reaction SMILES: [OH-].[Na+].[CH3:3][NH2:4].Cl.[N:6]1[CH:11]=[CH:10][CH:9]=[C:8]([CH2:12]Cl)[CH:7]=1>>[CH3:3][NH:4][CH2:12][C:8]1[CH:7]=[N:6][CH:11]=[CH:10][CH:9]=1 |f:0.1,3.4|. Procedure details: To 25 ml of a 20% aqueous solution of NaOH stirred under cooling with ice-water, a 40% aqueous solution of methylamine (13.6 g, 0.175 mole) was added dropwise over 5 minutes, followed by further dropwise addition of an aqueous solution (10 ml) of 8.2 g (0.05 mole) of 3-pyridylmethyl chloride hydrochloride over 10 minutes. The mixture was further stirred at room temperature for 2 hours and, then, extracted with CH2Cl2 (100 ml×3). The extract was dried over MgSO4 and distilled to remove the solven... The reactants are CCOC(=O)C1CCN(CCc2cccc(-c3cnc(-c4ccc(OC(C)C)c(C#N)c4)s3)c2CC)CC1, CC(C)O, [Na+], [OH-], O. As a reaction SMILES: [C:1](#[N:2])[c:3]1[cH:4][c:5](-[c:13]2[s:14][c:15](-[c:18]3[c:19]([CH2:37][CH3:38])[c:20]([CH2:24][CH2:25][N:26]4[CH2:27][CH2:28][CH:29]([C:32](=[O:33])[O:34][CH2:35][CH3:36])[CH2:30][CH2:31]4)[cH:21][cH:22][cH:23]3)[cH:16][n:17]2)[cH:6][cH:7][c:8]1[O:9][CH:10]([CH3:11])[CH3:12].[CH:41]([OH:42])([CH3:43])[CH3:44].[Na+:40].[OH-:39].[OH2:45]>>[C:1](#[N:2])[c:3]1[cH:4][c:5](-[c:13]2[s:14][c:15](-[c:18]3[c:19]([CH2:37][CH3:38])[c:20]([CH2:24][CH2:25][N:26]4[CH2:27][CH2:28][CH:29]([C:32](=[O:33])[OH:34])[CH2:30][CH2:31]4)[cH:21][cH:22][cH:23]3)[cH:16][n:17]2)[cH:6][cH:7][c:8]1[O:9][CH:10]([CH3:11])[CH3:12]. Product: CCc1c(CCN2CCC(C(=O)O)CC2)cccc1-c1cnc(-c2ccc(OC(C)C)c(C#N)c2)s1. Starting materials: Br, CN(C)C=O, COc1cc2nc(N3CCNCC3)nc(N)c2cc1OC, N#CBr. Product: COc1cc2nc(N3CCN(C#N)CC3)nc(N)c2cc1OC. RXN SMILES: [BrH:25].[CH3:26][N:27]([CH3:28])[CH:29]=[O:30].[N:1]1([c:7]2[n:8][c:9]3[cH:10][c:11]([O:20][CH3:21])[c:12]([O:18][CH3:19])[cH:13][c:14]3[c:15]([NH2:17])[n:16]2)[CH2:2][CH2:3][NH:4][CH2:5][CH2:6]1.[N:22]#[C:23][Br:24]>>[N:1]1([c:7]2[n:8][c:9]3[cH:10][c:11]([O:20][CH3:21])[c:12]([O:18][CH3:19])[cH:13][c:14]3[c:15]([NH2:17])[n:16]2)[CH2:2][CH2:3][N:4]([C:23]#[N:22])[CH2:5][CH2:6]1.